This data is from the Open Reaction Database (ORD), a public repository of structured organic reaction records. The task is: describe an organic reaction: reactants, conditions, products, and yield Procedure details: 5.5 ml (32.3 mmol) of TMP are initially introduced at −15° C. in 20 ml of diethyl ether, and 20.0 ml (31.8 mmol, 15% soln. in hexane) of n-BuLi are metered in. After 30 min, a solution of 10.0 g (30.4 mmol) of 2-(4′-ethyl-3-fluorobiphenyl-4-yl)selenophene in 80 ml of diethyl ether is added. When the addition is complete, the batch is warmed to RT and stirred for 90 min. The solution is cooled to −70° C., and 10.0 ml (0.16 mol) of methyl iodide are added. The reaction mixture is warmed to RT and ... Run in C(C)OCC (diethyl ether), C(C)OCC (diethyl ether). Reactants: [Li]CCCC (n-BuLi), [Cl-].[NH4+] (ammonium chloride), C(C)C1=CC=C(C=C1)C1=CC(=C(C=C1)C=1[Se]C=CC1)F (2-(4′-ethyl-3-fluorobiphenyl-4-yl)selenophene), N (ammonia), CI (methyl iodide). Yields the product C(C)C1=CC=C(C=C1)C1=CC(=C(C=C1)C=1[Se]C(=CC1)C)F (2-(4′-Ethyl-3-fluorobiphenyl-4-yl)-5-methylselenophene). Run at time 30 minute. RXN SMILES: [Li][CH2:2]CCC.[CH2:6]([C:8]1[CH:13]=[CH:12][C:11]([C:14]2[CH:19]=[CH:18][C:17]([C:20]3[Se:21][CH:22]=[CH:23][CH:24]=3)=[C:16]([F:25])[CH:15]=2)=[CH:10][CH:9]=1)[CH3:7].CI.[Cl-].[NH4+].N>C(OCC)C>[CH2:6]([C:8]1[CH:9]=[CH:10][C:11]([C:14]2[CH:19]=[CH:18][C:17]([C:20]3[Se:21][C:22]([CH3:2])=[CH:23][CH:24]=3)=[C:16]([F:25])[CH:15]=2)=[CH:12][CH:13]=1)[CH3:7] |f:3.4|. Starting materials: C1CCOC1, COc1ccccc1C(=O)N(CCSC)c1ccc(S(N)(=O)=O)cc1. Yields the product COc1ccccc1CN(CCSC)c1ccc(S(N)(=O)=O)cc1. Reaction SMILES: [CH2:26]1[O:27][CH2:28][CH2:29][CH2:30]1.[CH3:1][S:2][CH2:3][CH2:4][N:5]([c:6]1[cH:7][cH:8][c:9]([S:12](=[O:13])(=[O:14])[NH2:15])[cH:10][cH:11]1)[C:16]([c:17]1[c:18]([O:23][CH3:24])[cH:19][cH:20][cH:21][cH:22]1)=[O:25]>>[CH3:1][S:2][CH2:3][CH2:4][N:5]([c:6]1[cH:7][cH:8][c:9]([S:12](=[O:13])(=[O:14])[NH2:15])[cH:10][cH:11]1)[CH2:16][c:17]1[c:18]([O:23][CH3:24])[cH:19][cH:20][cH:21][cH:22]1. Reactants: O1C(C(=O)O)C1C(=O)O.C(C)[K] (monoethyl potassium epoxysuccinate), C(C(=O)Cl)(=O)Cl (oxalyl chloride), C(CC)NC1=CC=CC=C1 (N-propylaniline). Yields the product C(CC)N(C(C1C(C(=O)OCC)O1)=O)C1=CC=CC=C1 (ethyl N-propyl-N-phenyl-2,3-epoxysuccinamate). Isolated yield 56.3%. RXN SMILES: [O:1]1[CH:6]([C:7]([OH:9])=[O:8])[CH:2]1[C:3]([OH:5])=O.[CH2:10]([K])[CH3:11].C(Cl)(=O)C(Cl)=O.[CH2:19]([NH:22][C:23]1[CH:28]=[CH:27][CH:26]=[CH:25][CH:24]=1)[CH2:20][CH3:21]>>[CH2:19]([N:22]([C:23]1[CH:28]=[CH:27][CH:26]=[CH:25][CH:24]=1)[C:3](=[O:5])[CH:2]1[O:1][CH:6]1[C:7]([O:9][CH2:10][CH3:11])=[O:8])[CH2:20][CH3:21] |f:0.1|. Procedure details: Following the procedure of Example 34, monoethyl potassium epoxysuccinate (1.0 g) was successively treated with oxalyl chloride (0.75 g) and N-propylaniline (1.4 g) to give 0.78 g of ethyl N-propyl-N-phenyl-2,3-epoxysuccinamate (Compound No. 59) as colorless oil.